From a dataset of the Open Reaction Database (ORD), a public repository of structured organic reaction records. describe an organic reaction: reactants, conditions, products, and yield Starting materials: Cn1cnc(C2(N)CC2)c1, CCN=C=NCCCN(C)C, ClCCl, Cl, CNC(=O)c1c(-c2ccc(F)cc2)oc2ccc(-c3cc(C(=O)O)c(OC)cc3C)cc12, O, On1nnc2ccccc21. Yields the product CNC(=O)c1c(-c2ccc(F)cc2)oc2ccc(-c3cc(C(=O)NC4(c5cn(C)cn5)CC4)c(OC)cc3C)cc12. Reaction SMILES: [CH3:33][n:34]1[cH:35][n:36][c:37]([C:39]2([NH2:42])[CH2:40][CH2:41]2)[cH:38]1.[CH3:43][CH2:44][N:45]=[C:46]=[N:47][CH2:48][CH2:49][CH2:50][N:51]([CH3:52])[CH3:53].[Cl:65][CH2:66][Cl:67].[ClH:54].[F:1][c:2]1[cH:3][cH:4][c:5](-[c:8]2[o:9][c:10]3[c:11]([c:12]2[C:13]([NH:14][CH3:15])=[O:16])[cH:17][c:18](-[c:21]2[c:22]([CH3:32])[cH:23][c:24]([O:30][CH3:31])[c:25]([C:26](=[O:27])[OH:28])[cH:29]2)[cH:19][cH:20]3)[cH:6][cH:7]1.[OH2:68].[OH:55][n:56]1[c:57]2[c:58]([cH:59][cH:60][cH:61][cH:62]2)[n:63][n:64]1>>[F:1][c:2]1[cH:3][cH:4][c:5](-[c:8]2[o:9][c:10]3[c:11]([c:12]2[C:13]([NH:14][CH3:15])=[O:16])[cH:17][c:18](-[c:21]2[c:22]([CH3:32])[cH:23][c:24]([O:30][CH3:31])[c:25]([C:26](=[O:28])[NH:42][C:39]4([c:37]5[n:36][cH:35][n:34]([CH3:33])[cH:38]5)[CH2:40][CH2:41]4)[cH:29]2)[cH:19][cH:20]3)[cH:6][cH:7]1. The reactants are C(CC1=CC=CC=C1)N (phenethylamine), ClC=1C2=C(N=C(N1)C=1C=NC=CC1)SC(=C2)C (4-chloro-2-(pyridin-3-yl)-6-methyl-thieno-[2,3-d]-pyrimidine). Yields the product N1=CC(=CC=C1)C=1N=C(C2=C(N1)SC(=C2)C)NCCC2=CC=CC=C2 (2-(pyridin-3-yl)-4-phenethylamino-6-methyl-thieno-[2,3-d]-pyrimidine). Reaction SMILES: [CH2:1]([NH2:9])[CH2:2][C:3]1[CH:8]=[CH:7][CH:6]=[CH:5][CH:4]=1.Cl[C:11]1[C:12]2[CH:25]=[C:24]([CH3:26])[S:23][C:13]=2[N:14]=[C:15]([C:17]2[CH:18]=[N:19][CH:20]=[CH:21][CH:22]=2)[N:16]=1>>[N:19]1[CH:20]=[CH:21][CH:22]=[C:17]([C:15]2[N:16]=[C:11]([NH:9][CH2:1][CH2:2][C:3]3[CH:8]=[CH:7][CH:6]=[CH:5][CH:4]=3)[C:12]3[CH:25]=[C:24]([CH3:26])[S:23][C:13]=3[N:14]=2)[CH:18]=1. Reported procedure: With the procedure of Example 1, the reaction of phenethylamine with 4-chloro-2-(pyridin-3-yl)-6-methyl-thieno-[2,3-d]-pyrimidine yields 2-(pyridin-3-yl)-4-phenethylamino-6-methyl-thieno-[2,3-d]-pyrimidine. Reactants: CCO, CCOC(C)=O, [Na+], C1CCOC1, [OH-], O=S(=O)(c1ccccc1)n1c(C(=CC2CCCC2)c2ccc3c(c2)OCCO3)cc2cccnc21. Yields the product C(=C(c1ccc2c(c1)OCCO2)c1cc2cccnc2[nH]1)C1CCCC1. Reaction SMILES: [CH3:38][CH2:39][OH:40].[CH3:46][CH2:47][O:48][C:49](=[O:50])[CH3:51].[Na+:37].[O:41]1[CH2:42][CH2:43][CH2:44][CH2:45]1.[OH-:36].[c:1]1([S:2](=[O:3])(=[O:4])[n:10]2[c:11]([C:19](=[CH:20][CH:21]3[CH2:22][CH2:23][CH2:24][CH2:25]3)[c:26]3[cH:27][c:28]4[c:29]([cH:34][cH:35]3)[O:30][CH2:31][CH2:32][O:33]4)[cH:12][c:13]3[c:14]2[n:15][cH:16][cH:17][cH:18]3)[cH:5][cH:6][cH:7][cH:8][cH:9]1>>[nH:10]1[c:11]([C:19](=[CH:20][CH:21]2[CH2:22][CH2:23][CH2:24][CH2:25]2)[c:26]2[cH:27][c:28]3[c:29]([cH:34][cH:35]2)[O:30][CH2:31][CH2:32][O:33]3)[cH:12][c:13]2[c:14]1[n:15][cH:16][cH:17][cH:18]2. The reactants are BrC=1C=CC(=NC1)C1=CC=C(C=C1)N1C2=CC=CC=C2C=2C=CC=CC12 (9-(4-(5-bromopyridin-2-yl)phenyl)-9H-carbazole), CC1(OB(OC1(C)C)C=1C=CC(=NC1)C1=CC=C(C=C1)N1C2=CC=CC=C2C=2C=CC=CC12)C (9-(4-(5-(4,4,5,5-tetramethyl-1,3,2-dioxaborolan-2-yl)pyridin-2-yl)phenyl)-9H-carbazole), C(=O)([O-])[O-].[Na+].[Na+] (Na2CO3), O (H2O). Reagents/catalysts: C=1C=CC(=CC1)[P](C=2C=CC=CC2)(C=3C=CC=CC3)[Pd]([P](C=4C=CC=CC4)(C=5C=CC=CC5)C=6C=CC=CC6)([P](C=7C=CC=CC7)(C=8C=CC=CC8)C=9C=CC=CC9)[P](C=1C=CC=CC1)(C=1C=CC=CC1)C=1C=CC=CC1 (tetrakis(triphenylphosphine)palladium(0)). The solvent is C1CCOC1 (THF). Reaction conditions: temperature 80 celsius. Product: C1=CC=CC=2C3=CC=CC=C3N(C12)C1=CC=C(C=C1)C1=CC=C(C=N1)C=1C=NC(=CC1)C1=CC=C(C=C1)N1C2=CC=CC=C2C=2C=CC=CC12 (6,6′-bis(4-(9H-carbazol-9-yl)phenyl)-3,3′-bipyridine). The yield is 180.0%. RXN SMILES: Br[C:2]1[CH:3]=[CH:4][C:5]([C:8]2[CH:13]=[CH:12][C:11]([N:14]3[C:26]4[CH:25]=[CH:24][CH:23]=[CH:22][C:21]=4[C:20]4[C:15]3=[CH:16][CH:17]=[CH:18][CH:19]=4)=[CH:10][CH:9]=2)=[N:6][CH:7]=1.CC1(C)C(C)(C)OB(C2C=CC([C:41]3[CH:46]=[CH:45][C:44]([N:47]4[C:59]5[CH:58]=CC=C[C:54]=5C5C4=CC=CC=5)=[CH:43][CH:42]=3)=NC=2)O1.C([O-])([O-])=O.[Na+].[Na+].O>C1C=CC([P]([Pd]([P](C2C=CC=CC=2)(C2C=CC=CC=2)C2C=CC=CC=2)([P](C2C=CC=CC=2)(C2C=CC=CC=2)C2C=CC=CC=2)[P](C2C=CC=CC=2)(C2C=CC=CC=2)C2C=CC=CC=2)(C2C=CC=CC=2)C2C=CC=CC=2)=CC=1.C1COCC1>[CH:25]1[C:26]2[N:14]([C:11]3[CH:12]=[CH:13][C:8]([C:5]4[N:6]=[CH:7][C:2]([C:2]5[CH:7]=[N:6][C:5]([C:8]6[CH:13]=[CH:54][C:59]([N:47]7[C:44]8[CH:45]=[CH:46][CH:41]=[CH:42][C:43]=8[C:15]8[C:20]7=[CH:19][CH:18]=[CH:17][CH:16]=8)=[CH:58][CH:9]=6)=[CH:4][CH:3]=5)=[CH:3][CH:4]=4)=[CH:9][CH:10]=3)[C:15]3[C:20](=[CH:19][CH:18]=[CH:17][CH:16]=3)[C:21]=2[CH:22]=[CH:23][CH:24]=1 |f:2.3.4,^1:71,73,92,111|. Procedure details: A mixture of 6 (4.11 g, 10.3 mmol), 7 (4.60 g, 10.3 mmol), tetrakis(triphenylphosphine)palladium(0) (0.595 g, 0.515 mmol), Na2CO3 (5.41 g, 51.0 mmol), H2O (55 mL) and THF (92 mL) was degassed with argon for about 1 h while stirring. The stirring reaction mixture was then maintained under argon at about 80° C. for about 18 h. Upon confirming consumption of the starting materials by TLC (SiO2, 49:1 dichloromethane-acetone), the reaction was cooled to RT, filtered and filtrant washed with EtOAc and...